This data is from the Open Reaction Database (ORD), a public repository of structured organic reaction records. The task is: describe an organic reaction: reactants, conditions, products, and yield The reactants are CC(=O)O, COc1cccc(OC)c1OC, O=[N+]([O-])O. Product: COc1cc([N+](=O)[O-])cc(OC)c1OC. As a reaction SMILES: [C:17]([OH:18])(=[O:19])[CH3:20].[CH3:1][O:2][c:3]1[c:4]([O:11][CH3:12])[c:5]([O:9][CH3:10])[cH:6][cH:7][cH:8]1.[OH:13][N+:14]([O-:15])=[O:16]>>[CH3:1][O:2][c:3]1[c:4]([O:11][CH3:12])[c:5]([O:9][CH3:10])[cH:6][c:7]([N+:14](=[O:13])[O-:15])[cH:8]1. Starting materials: COc1ccc(Br)c(OCC2=CCCc3ncncc32)c1, CCCC[SnH](CCCC)CCCC, c1ccccc1. Product: COc1ccc2c(c1)OCC21CCCc2ncncc21. Reaction SMILES: [Br:1][c:2]1[c:3]([O:4][CH2:5][C:6]2=[CH:15][CH2:14][CH2:13][c:12]3[c:7]2[cH:8][n:9][cH:10][n:11]3)[cH:16][c:17]([O:20][CH3:21])[cH:18][cH:19]1.[CH2:22]([SnH:23]([CH2:24][CH2:25][CH2:26][CH3:27])[CH2:28][CH2:29][CH2:30][CH3:31])[CH2:32][CH2:33][CH3:34].[cH:35]1[cH:36][cH:37][cH:38][cH:39][cH:40]1>>[c:2]12[c:3]([cH:16][c:17]([O:20][CH3:21])[cH:18][cH:19]1)[O:4][CH2:5][C:6]21[c:7]2[cH:8][n:9][cH:10][n:11][c:12]2[CH2:13][CH2:14][CH2:15]1. Reaction SMILES: [CH2:1]([O:3][C:4](=[O:28])[CH2:5][NH:6][CH2:7][CH2:8][NH:9][S:10]([C:13]1[S:14][C:15]([C:18]2[CH:23]=[CH:22][C:21]([Cl:24])=[CH:20][C:19]=2[N+:25]([O-:27])=[O:26])=[N:16][N:17]=1)(=[O:12])=[O:11])[CH3:2].[CH2:29]([O:39][C:40]([NH:42][C:43]1[N:51]=[CH:50][N:49]=[C:48]2[C:44]=1[N:45]=[CH:46][N:47]2[CH2:52][C:53](O)=[O:54])=[O:41])[C:30]1[CH:38]=[CH:37][C:36]2[O:35][CH2:34][O:33][C:32]=2[CH:31]=1>>[CH2:1]([O:3][C:4](=[O:28])[CH2:5][N:6]([CH2:7][CH2:8][NH:9][S:10]([C:13]1[S:14][C:15]([C:18]2[CH:23]=[CH:22][C:21]([Cl:24])=[CH:20][C:19]=2[N+:25]([O-:27])=[O:26])=[N:16][N:17]=1)(=[O:12])=[O:11])[C:53](=[O:54])[CH2:52][N:47]1[CH:46]=[N:45][C:44]2[C:48]1=[N:49][CH:50]=[N:51][C:43]=2[NH:42][C:40]([O:39][CH2:29][C:30]1[CH:38]=[CH:37][C:36]2[O:35][CH2:34][O:33][C:32]=2[CH:31]=1)=[O:41])[CH3:2]. The reactants are C(C)OC(CNCCNS(=O)(=O)C=1SC(=NN1)C1=C(C=C(C=C1)Cl)[N+](=O)[O-])=O (N-{2-[5-(4-chloro-2-nitrophenyl)-1,3,4-thiadiazole-2-sulfonylamino]-ethyl}-glycine ethyl ester), C(C1=CC=2OCOC2C=C1)OC(=O)NC1=C2N=CN(C2=NC=N1)CC(=O)O ([6-N-(piperonyloxycarbonyl)-adenin-9-yl]-acetic acid). Reported procedure: The title compound was synthesized by the reaction of N-{2-[5-(4-chloro-2-nitrophenyl)-1,3,4-thiadiazole-2-sulfonylamino]-ethyl}-glycine ethyl ester with [6-N-(piperonyloxycarbonyl)-adenin-9-yl]-acetic acid as per the procedure of example 13. 1H NMR (500 MHz; DMSO-d6) δ 10.60 (s, 0.45H), 10.59 (s, 0.55H), 9.31 (brs, 0.55H), 9.11 (brs, 0.45H), 8.58 (s, 0.45H), 8.57 (s, 0.55H), 8.40 (d, 0.55H), 8.39 (d, 0.45H), 8.32 (s, 0.55H), 8.31 (s, 0.45H), 8.03–7.98 (m, 1H), 7.93 (d, 0.55H), 7.90 (d, 0.45H), ... Yields the product C(C)OC(CN(C(CN1C2=NC=NC(=C2N=C1)NC(=O)OCC1=CC=2OCOC2C=C1)=O)CCNS(=O)(=O)C=1SC(=NN1)C1=C(C=C(C=C1)Cl)[N+](=O)[O-])=O (N-{2-[5-(4-Chloro-2-nitrophenyl)-1,3,4-thiadiazole-2-sulfonylamino]-ethyl}-N-{[6-N-(piperonyloxycarbonyl)-adenin-9-yl]-acetyl}-glycine ethyl ester). Starting materials: ClC1=NC(=CC(=N1)C(=C)OCC)COCCC(F)(F)F (2-chloro-4-(1-ethoxyvinyl)-6-((3,3,3-trifluoropropoxy)methyl)pyrimidine), COC=1C=C(N)C=CC1N1C=NC(=C1)C (3-methoxy-4-(4-methyl-1H-imidazol-1-yl)aniline), C([O-])([O-])=O.[Cs+].[Cs+] (cesium carbonate), C1(=C(C=CC=C1)P(C1CCCCC1)C1CCCCC1)C1=CC=CC=C1 ((2-biphenylyl)dicyclohexylphosphine). Reagents/catalysts: C(C)(=O)[O-].[Pd+2].C(C)(=O)[O-] (palladium (II) acetate). Run in O1CCOCC1 (dioxane). Conditions: temperature 120 celsius. The product is C(C)OC(=C)C1=NC(=NC(=C1)COCCC(F)(F)F)NC1=CC(=C(C=C1)N1C=NC(=C1)C)OC (4-(1-ethoxyvinyl)-N-(3-methoxy-4-(4-methyl-1H-imidazol-1-yl)phenyl)-6-((3,3,3-trifluoropropoxy)methyl)pyrimidin-2-amine). RXN SMILES: Cl[C:2]1[N:7]=[C:6]([C:8]([O:10][CH2:11][CH3:12])=[CH2:9])[CH:5]=[C:4]([CH2:13][O:14][CH2:15][CH2:16][C:17]([F:20])([F:19])[F:18])[N:3]=1.[CH3:21][O:22][C:23]1[CH:24]=[C:25]([CH:27]=[CH:28][C:29]=1[N:30]1[CH:34]=[C:33]([CH3:35])[N:32]=[CH:31]1)[NH2:26].C(=O)([O-])[O-].[Cs+].[Cs+].C1(C2C=CC=CC=2)C=CC=CC=1P(C1CCCCC1)C1CCCCC1>O1CCOCC1.C([O-])(=O)C.[Pd+2].C([O-])(=O)C>[CH2:11]([O:10][C:8]([C:6]1[CH:5]=[C:4]([CH2:13][O:14][CH2:15][CH2:16][C:17]([F:20])([F:19])[F:18])[N:3]=[C:2]([NH:26][C:25]2[CH:27]=[CH:28][C:29]([N:30]3[CH:34]=[C:33]([CH3:35])[N:32]=[CH:31]3)=[C:23]([O:22][CH3:21])[CH:24]=2)[N:7]=1)=[CH2:9])[CH3:12] |f:2.3.4,7.8.9|. Procedure details: A mixture of 2-chloro-4-(1-ethoxyvinyl)-6-((3,3,3-trifluoropropoxy)methyl)pyrimidine (89 mg, 0.29 mmol), 3-methoxy-4-(4-methyl-1H-imidazol-1-yl)aniline (58 mg, 0.29 mmol), cesium carbonate (187 mg, 0.57 mmol), palladium (II) acetate (10 mg, 0.04 mmol) and (2-biphenylyl)dicyclohexylphosphine (15 mg, 0.04 mmol) in dioxane (3 mL) was heated at 120° C. under argon for 90 minutes in microwave reactor. The mixture was passed through a short silica plug which was eluted with EtOAc. The residue was puri... Reactants: N(=O)OCCC(C)C (isoamyl nitrite), [Cl-].O[C@@H](CCC1=C(C=CC(=C1)OC)[NH3+])C ((R)-2-(3-Hydroxybutyl)-4-methoxyphenylammonium Chloride), O (Water). Reagents/catalysts: C(C)(=O)[O-].C(CCC)[N+](CCCC)(CCCC)CCCC (tetrabutylammonium acetate). Run in ClCCl (dichloromethane). Conditions: time 2 hour. The product is COC=1C=C2C(=NNC2=CC1)C[C@@H](C)O ((R)-1-(5-Methoxy-1H-indazol-3-yl)-propan-2-ol). Yield: 66.6%. Reaction SMILES: [Cl-].[OH:2][C@H:3]([CH3:15])[CH2:4][CH2:5][C:6]1[CH:11]=[C:10]([O:12][CH3:13])[CH:9]=[CH:8][C:7]=1[NH3+:14].[N:16](OCCC(C)C)=O.O>ClCCl.C([O-])(=O)C.C([N+](CCCC)(CCCC)CCCC)CCC>[CH3:13][O:12][C:10]1[CH:11]=[C:6]2[C:7](=[CH:8][CH:9]=1)[NH:14][N:16]=[C:5]2[CH2:4][C@H:3]([OH:2])[CH3:15] |f:0.1,5.6|. Procedure details: To a stirred suspension of the product from step C (2.66 g, 11.5 mmol) in dichloromethane (150 mL) at ambient temperature was added isoamyl nitrite (2.47 mL, 18.4 mmol, 1.6 equiv.). After 30 minutes tetrabutylammonium acetate (5.54 g, 18.4 mmol, 1.6 eq) was added and the mixture was stirred for 2 hours. Water was added to the mixture and the organic layer was separated and washed with 2 N NaOH and water. After drying and evaporation the crude product was purified by column chromatography (gradie... The reactants are ice water, crude compound, FC=1C(=CC2=C(B(OC2(C)C)O)C1)C(=NO)Cl (6-fluoro-N,1-dihydroxy-3,3-dimethyl-1,3-dihydrobenzo[c][1,2]oxaborole-5-carbimidoyl chloride), ClC1=C(C(=CC(=C1)C(=C)C(F)(F)F)Cl)Cl (1,2,3-trichloro-5-(3,3,3-trifluoroprop-1-en-2-yl)benzene), TEA. Run in CN(C)C=O (DMF). Reaction conditions: time 12 hour. Yields the product FC=1C(=CC2=C(B(OC2(C)C)O)C1)C1=NOC(C1)(C(F)(F)F)C1=CC(=C(C(=C1)Cl)Cl)Cl (6-fluoro-3,3-dimethyl-5-(5-(3,4,5-trichloro-phenyl)-5-(trifluoromethyl)-4,5-dihydroisoxazol-3-yl)benzo[c][1,2]oxaborol-1(3H)-ol). RXN SMILES: [F:1][C:2]1[C:3]([C:14](Cl)=[N:15][OH:16])=[CH:4][C:5]2[C:9]([CH3:11])([CH3:10])[O:8][B:7]([OH:12])[C:6]=2[CH:13]=1.[Cl:18][C:19]1[CH:24]=[C:23]([C:25]([C:27]([F:30])([F:29])[F:28])=[CH2:26])[CH:22]=[C:21]([Cl:31])[C:20]=1[Cl:32]>CN(C=O)C>[F:1][C:2]1[C:3]([C:14]2[CH2:26][C:25]([C:23]3[CH:22]=[C:21]([Cl:31])[C:20]([Cl:32])=[C:19]([Cl:18])[CH:24]=3)([C:27]([F:30])([F:29])[F:28])[O:16][N:15]=2)=[CH:4][C:5]2[C:9]([CH3:11])([CH3:10])[O:8][B:7]([OH:12])[C:6]=2[CH:13]=1. Procedure: To a solution of the crude compound 6-fluoro-N,1-dihydroxy-3,3-dimethyl-1,3-dihydrobenzo[c][1,2]oxaborole-5-carbimidoyl chloride (310 mg, 0.95 mmol) and 1,2,3-trichloro-5-(3,3,3-trifluoroprop-1-en-2-yl)benzene (262 mg, 0.95 mmol) in DMF (5 mL) at rt was added TEA (158 μL, 1.2 mmol). The reaction mixture was stirred for 12 h, poured into ice-water and extracted with DCM (60 mL×3). The organic layer was washed with brine, dried over Na2SO4, filtered and concentrated under reduced pressure. The res... The reactants are ClC1=C(C=CC=C1)CC1CCC2(OCCO2)CC1 (8-(2-chlorophenylmethyl)-1,4-dioxaspiro[4.5]decane). Solvent: O (water), C(C)(=O)O (acetic acid). Run at time 18 hour. Product: ClC1=C(C=CC=C1)CC1CCC(CC1)=O (4-(2-chlorophenylmethyl)cyclohexanone). Yield: 77.3%. As a reaction SMILES: [Cl:1][C:2]1[CH:7]=[CH:6][CH:5]=[CH:4][C:3]=1[CH2:8][CH:9]1[CH2:18][CH2:17][C:12]2(OCC[O:13]2)[CH2:11][CH2:10]1>O.C(O)(=O)C>[Cl:1][C:2]1[CH:7]=[CH:6][CH:5]=[CH:4][C:3]=1[CH2:8][CH:9]1[CH2:18][CH2:17][C:12](=[O:13])[CH2:11][CH2:10]1. Procedure: A mixture of 4.8 grams (0.018 mole) of 8-(2-chlorophenylmethyl)-1,4-dioxaspiro[4.5]decane in 25 mL of water and 100 mL of acetic acid was stirred at ambient temperature for about 18 hours. After this time the reaction mixture was carefully partitioned between diethyl ether and an aqueous solution saturated with sodium bicarbonate. The combined ether extracts were then washed with an aqueous solution saturated with sodium chloride. The organic layer was then added with magnesium sulfate and filte...